This data is from the Open Reaction Database (ORD), a public repository of structured organic reaction records. The task is: describe an organic reaction: reactants, conditions, products, and yield The reactants are CCOC(=O)CN, CCN=C=NCCCN(C)C, CCN(C(C)C)C(C)C, O=C(O)c1cc2cc(Cl)ncc2[nH]1, Cl, CN(C)C=O, On1nnc2ccccc21. Product: CCOC(=O)CNC(=O)c1cc2cc(Cl)ncc2[nH]1. Reaction SMILES: [CH2:15]([CH3:16])[O:17][C:18]([CH2:19][NH2:20])=[O:21].[CH3:41][CH2:42][N:43]=[C:44]=[N:45][CH2:46][CH2:47][CH2:48][N:49]([CH3:50])[CH3:51].[CH:32]([N:33]([CH2:34][CH3:35])[CH:36]([CH3:37])[CH3:38])([CH3:39])[CH3:40].[Cl:1][c:2]1[cH:3][c:4]2[c:5]([cH:6][n:7]1)[nH:8][c:9]([C:11](=[O:12])[OH:13])[cH:10]2.[ClH:14].[O:52]=[CH:53][N:54]([CH3:55])[CH3:56].[OH:22][n:23]1[c:24]2[c:25]([cH:26][cH:27][cH:28][cH:29]2)[n:30][n:31]1>>[Cl:1][c:2]1[cH:3][c:4]2[c:5]([cH:6][n:7]1)[nH:8][c:9]([C:11](=[O:13])[NH:20][CH2:19][C:18]([O:17][CH2:15][CH3:16])=[O:21])[cH:10]2. The reactants are C(#N)C1=CC=C(C=O)C=C1 (4-cyanobenzaldehyde), C1(CC1)C(CC(=O)C1CC1)=O (1,3-dicyclopropyl-1,3-propanedione). Yields the product C(#N)C1=CC=C(C=C1)C=C(C(=O)C1CC1)C(=O)C1CC1 (2-[(4-Cyanophenyl)methylene]-1,3-dicyclopropyl-1,3-propanedione). Reaction SMILES: [C:1]([C:3]1[CH:10]=[CH:9][C:6]([CH:7]=O)=[CH:5][CH:4]=1)#[N:2].[CH:11]1([C:14](=[O:21])[CH2:15][C:16]([CH:18]2[CH2:20][CH2:19]2)=[O:17])[CH2:13][CH2:12]1>>[C:1]([C:3]1[CH:10]=[CH:9][C:6]([CH:7]=[C:15]([C:14]([CH:11]2[CH2:13][CH2:12]2)=[O:21])[C:16]([CH:18]2[CH2:20][CH2:19]2)=[O:17])=[CH:5][CH:4]=1)#[N:2]. Procedure details: The procedure described in Example 19 was repeated by using 3.78 g 4-cyanobenzaldehyde and 2.23 g 1,3-dicyclopropyl-1,3-propanedione. Yield 1.5 9, mp 100°-102° C.